This data is from the Open Reaction Database (ORD), a public repository of structured organic reaction records. The task is: describe an organic reaction: reactants, conditions, products, and yield Reactants: CCOC(C)=O, CCCCCC, CC(C)NC(C)C, COC(=O)C=Cc1c(Cl)nc(C)n1Cc1ccc(I)cc1Cl, I[Cu]I, O, Cl[Pd]Cl, C#Cc1ccccc1, c1ccc(P(c2ccccc2)c2ccccc2)cc1, c1ccc(P(c2ccccc2)c2ccccc2)cc1. Product: COC(=O)C=Cc1c(Cl)nc(C)n1Cc1ccc(C#Cc2ccccc2)cc1Cl. As a reaction SMILES: [C:32]([O:33][CH2:34][CH3:35])(=[O:36])[CH3:37].[CH3:38][CH2:39][CH2:40][CH2:41][CH2:42][CH3:43].[CH:44]([NH:45][CH:46]([CH3:47])[CH3:48])([CH3:49])[CH3:50].[Cl:1][c:2]1[n:3][c:4]([CH3:22])[n:5]([CH2:13][c:14]2[c:15]([Cl:21])[cH:16][c:17]([I:20])[cH:18][cH:19]2)[c:6]1[CH:7]=[CH:8][C:9](=[O:10])[O:11][CH3:12].[Cu:92]([I:93])[I:94].[OH2:31].[Pd:51]([Cl:52])[Cl:53].[c:23]1([C:29]#[CH:30])[cH:24][cH:25][cH:26][cH:27][cH:28]1.[c:54]1([P:55]([c:56]2[cH:57][cH:58][cH:59][cH:60][cH:61]2)[c:62]2[cH:63][cH:64][cH:65][cH:66][cH:67]2)[cH:68][cH:69][cH:70][cH:71][cH:72]1.[c:73]1([P:74]([c:75]2[cH:76][cH:77][cH:78][cH:79][cH:80]2)[c:81]2[cH:82][cH:83][cH:84][cH:85][cH:86]2)[cH:87][cH:88][cH:89][cH:90][cH:91]1>>[Cl:1][c:2]1[n:3][c:4]([CH3:22])[n:5]([CH2:13][c:14]2[c:15]([Cl:21])[cH:16][c:17]([C:30]#[C:29][c:23]3[cH:24][cH:25][cH:26][cH:27][cH:28]3)[cH:18][cH:19]2)[c:6]1[CH:7]=[CH:8][C:9](=[O:10])[O:11][CH3:12]. The reactants are Cl.BrC=1C=C(C(N(C1)C)=O)NC1=NC=2CCNCC2C=C1 (5-bromo-1-methyl-3-(5,6,7,8-tetrahydro-1,6-naphthyridin-2-ylamino)pyridine-2(1H)-one hydrochloride), O1CC(C1)=O (oxetan-3-one), [BH3-]C#N.[Na+] (NaBH3CN), O (H2O). The reagents and catalysts are [Cl-].[Zn+2].[Cl-] (zinc chloride). The solvent is CO (methanol). Run at temperature 50 celsius, time 4 hour. Product: BrC=1C=C(C(N(C1)C)=O)NC1=NC=2CCN(CC2C=C1)C1COC1 (5-Bromo-1-methyl-3-(6-(oxetan-3-yl)-5,6,7,8-tetrahydro-1,6-naphthyridin-2-ylamino)pyridin-2(1H)-one). Yield: 88.7%. Reaction SMILES: Cl.[Br:2][C:3]1[CH:4]=[C:5]([NH:11][C:12]2[CH:21]=[CH:20][C:19]3[CH2:18][NH:17][CH2:16][CH2:15][C:14]=3[N:13]=2)[C:6](=[O:10])[N:7]([CH3:9])[CH:8]=1.[O:22]1[CH2:25][C:24](=O)[CH2:23]1.[BH3-]C#N.[Na+].O>CO.[Cl-].[Zn+2].[Cl-]>[Br:2][C:3]1[CH:4]=[C:5]([NH:11][C:12]2[CH:21]=[CH:20][C:19]3[CH2:18][N:17]([CH:24]4[CH2:25][O:22][CH2:23]4)[CH2:16][CH2:15][C:14]=3[N:13]=2)[C:6](=[O:10])[N:7]([CH3:9])[CH:8]=1 |f:0.1,3.4,7.8.9|. Procedure details: A mixture of 5-bromo-1-methyl-3-(5,6,7,8-tetrahydro-1,6-naphthyridin-2-ylamino)pyridine-2(1H)-one hydrochloride 205a (800 mg, 2.16 mmol), oxetan-3-one (778 mg, 10.8 mmol), NaBH3CN (681 mg, 10.8 mmol), and zinc chloride (1.47 g, 10.8 mmol) in methanol (30 mL) was stirred for 4 hours at 50° C. The mixture was added to H2O (30 mL) and extracted with DCM (50 mL×3). The organic layers were concentrated under reduced pressure. The residue was purified by column chromatography eluting with 10:1 ethyl a... Starting materials: [N+](=O)([O-])C=1C=C(C2=C(CCO2)C1)[N+](=O)[O-] (2,3-dihydro-5,7-dinitrobenzofuran), N (ammonia), [ 12 ], N (ammonia). Run in C(=O)N (formamide). Conditions: temperature 110 celsius. Yields the product NC1=C(C=C(C=C1[N+](=O)[O-])[N+](=O)[O-])CCO (2-(2-amino-3,5-dinitrophenyl)ethanol). Reaction SMILES: [N+:1]([C:4]1[CH:5]=[C:6]([N+:13]([O-:15])=[O:14])[C:7]2[O:11][CH2:10][CH2:9][C:8]=2[CH:12]=1)([O-:3])=[O:2].[NH3:16]>C(N)=O>[NH2:16][C:7]1[C:6]([N+:13]([O-:15])=[O:14])=[CH:5][C:4]([N+:1]([O-:3])=[O:2])=[CH:12][C:8]=1[CH2:9][CH2:10][OH:11]. Procedure: 0.17 Mole (35.7 g) of 2,3-dihydro-5,7-dinitrobenzofuran, prepared according to Chatelus Ann. Chim. [12], 4,505-547 (1949), is suspended in 350 ml of 20% strength ammonia solution and 220 ml of formamide. After 8 hours' heating at 110° C., a further 100 ml of 20% strength ammonia solution are added. Heating is maintained for 4 hours. When the reaction medium is cooled, the expected product precipitates. Starting materials: Br, CO, O=C(Cl)c1ccc(OC(F)(F)F)cc1, c1ccncc1, Nc1nnc(-c2ccc(Oc3cccnc3)cc2)o1. The product is O=C(Nc1nnc(-c2ccc(Oc3cccnc3)cc2)o1)c1ccc(OC(F)(F)F)cc1. RXN SMILES: [BrH:1].[CH3:41][OH:42].[F:21][C:22]([O:23][c:24]1[cH:25][cH:26][c:27]([C:28](=[O:29])[Cl:30])[cH:31][cH:32]1)([F:33])[F:34].[cH:35]1[cH:36][cH:37][n:38][cH:39][cH:40]1.[n:2]1[cH:3][c:4]([O:8][c:9]2[cH:10][cH:11][c:12](-[c:15]3[n:16][n:17][c:18]([NH2:20])[o:19]3)[cH:13][cH:14]2)[cH:5][cH:6][cH:7]1>>[n:2]1[cH:3][c:4]([O:8][c:9]2[cH:10][cH:11][c:12](-[c:15]3[n:16][n:17][c:18]([NH:20][C:28]([c:27]4[cH:26][cH:25][c:24]([O:23][C:22]([F:21])([F:33])[F:34])[cH:32][cH:31]4)=[O:29])[o:19]3)[cH:13][cH:14]2)[cH:5][cH:6][cH:7]1. Starting materials: O=C1SC(C(N1)=O)CC1=CC=C(OCC(=O)NC2=C(C=C(C=C2)OC2=NC=CC=C2)N(C(OC(C)(C)C)=O)C)C=C1 (t-butyl N-{2-[4-(2,4-dioxothiazolidin-5-ylmethyl)phenoxyacetylamino]-5-(pyridin-2-yloxy)phenyl}-N-methylcarbamate), Cl.O1CCOCC1 (hydrochloric acid dioxane). Product: N1=C(C=CC=C1)OC=1C=CC2=C(N(C(=N2)COC2=CC=C(CC3C(NC(S3)=O)=O)C=C2)C)C1 (5-{4-[6-(Pyridin-2-yloxy)-1-methyl-1H-benzimidazol-2-ylmethoxy]benzyl}thiazolidine-2,4-dione). Yield: 67.9%. As a reaction SMILES: [O:1]=[C:2]1[NH:6][C:5](=[O:7])[CH:4]([CH2:8][C:9]2[CH:41]=[CH:40][C:12]([O:13][CH2:14][C:15]([NH:17][C:18]3[CH:23]=[CH:22][C:21]([O:24][C:25]4[CH:30]=[CH:29][CH:28]=[CH:27][N:26]=4)=[CH:20][C:19]=3[N:31](C)[C:32](=O)OC(C)(C)C)=O)=[CH:11][CH:10]=2)[S:3]1.Cl.O1CCOCC1>>[N:26]1[CH:27]=[CH:28][CH:29]=[CH:30][C:25]=1[O:24][C:21]1[CH:22]=[CH:23][C:18]2[N:17]=[C:15]([CH2:14][O:13][C:12]3[CH:40]=[CH:41][C:9]([CH2:8][CH:4]4[S:3][C:2](=[O:1])[NH:6][C:5]4=[O:7])=[CH:10][CH:11]=3)[N:31]([CH3:32])[C:19]=2[CH:20]=1 |f:1.2|. Reported procedure: Using 0.37 g of t-butyl N-{2-[4-(2,4-dioxothiazolidin-5-ylmethyl)phenoxyacetylamino]-5-(pyridin-2-yloxy)phenyl}-N-methylcarbamate and 20 ml of a 4N hydrochloric acid/dioxane solution, reaction and purification were carried out in a similar manner to that described in Example (2-2a), whereby 0.20 g of the title compound were obtained.